This data is from the Open Reaction Database (ORD), a public repository of structured organic reaction records. The task is: describe an organic reaction: reactants, conditions, products, and yield Reactants: COc1ccc(CCN2CCCC(CN3CCc4cc(OC)c(OC)cc4CC3=O)C2)cc1OC, CCO, C1COCCO1, O, O=[Se]=O. As a reaction SMILES: [CH3:1][O:2][c:3]1[cH:4][c:5]([CH2:11][CH2:12][N:13]2[CH2:14][CH:15]([CH2:19][N:20]3[CH2:21][CH2:22][c:23]4[c:24]([cH:28][c:29]([O:34][CH3:35])[c:30]([O:32][CH3:33])[cH:31]4)[CH2:25][C:26]3=[O:27])[CH2:16][CH2:17][CH2:18]2)[cH:6][cH:7][c:8]1[O:9][CH3:10].[CH3:46][CH2:47][OH:48].[O:40]1[CH2:41][CH2:42][O:43][CH2:44][CH2:45]1.[OH2:39].[Se:36](=[O:37])=[O:38]>>[CH3:1][O:2][c:3]1[cH:4][c:5]([CH2:11][CH2:12][N:13]2[CH2:14][CH:15]([CH2:19][N:20]3[CH2:21][CH2:22][c:23]4[c:24]([cH:28][c:29]([O:34][CH3:35])[c:30]([O:32][CH3:33])[cH:31]4)[C:25](=[O:37])[C:26]3=[O:27])[CH2:16][CH2:17][CH2:18]2)[cH:6][cH:7][c:8]1[O:9][CH3:10]. The product is COc1ccc(CCN2CCCC(CN3CCc4cc(OC)c(OC)cc4C(=O)C3=O)C2)cc1OC. The reactants are N1CCNCC1 (piperizine), C([O-])([O-])=O.[K+].[K+] (potassium carbonate), ClC1=NC=C(C=C1)[N+](=O)[O-] (2-Chloro-5-nitropyridine). Solvent: C(C)#N (acetonitrile), C(C)#N (acetonitrile). Conditions: time 16 hour. The product is [N+](=O)([O-])C=1C=CC(=NC1)N1CCNCC1 (1-(5-nitro-2-pyridinyl)-piperazine). Reaction SMILES: Cl[C:2]1[CH:7]=[CH:6][C:5]([N+:8]([O-:10])=[O:9])=[CH:4][N:3]=1.[NH:11]1[CH2:16][CH2:15][NH:14][CH2:13][CH2:12]1.C(=O)([O-])[O-].[K+].[K+]>C(#N)C>[N+:8]([C:5]1[CH:6]=[CH:7][C:2]([N:11]2[CH2:16][CH2:15][NH:14][CH2:13][CH2:12]2)=[N:3][CH:4]=1)([O-:10])=[O:9] |f:2.3.4|. Procedure details: 2-Chloro-5-nitropyridine (25 g) is dissolved in acetonitrile (150 ml) and the mixture is added dropwise over 30 min to a stirred suspension of piperizine (61.3 g) and potassium carbonate (26.2 g) in acetonitrile (550 ml). The reaction mixture is stirred at 20°-25° for 16 hr. The solvent is removed on a rotary evaporator and the residue is diluted with methylene chloride/water. The organic layer is separated and washed with water (twice) and saline, dried over potassium carbonate and concentrated...